This data is from the Open Reaction Database (ORD), a public repository of structured organic reaction records. The task is: describe an organic reaction: reactants, conditions, products, and yield Starting materials: C(C)OC(C(CNC(=O)C=1N=C(C2=CC(=CC=C2C1O)OC1=C(C=CC=C1)CC)C#N)(C)C)=O (3-{[1-Cyano-7-(2-ethyl-phenoxy)-4-hydroxy-isoquinoline-3-carbonyl]-amino}-2,2-dimethyl-propionic acid ethyl ester), [OH-].[Na+] (NaOH). Solvent: O1CCCC1 (tetrahydrofuran), CO (methanol). Conditions: time 3 day. The product is C(#N)C1=NC(=C(C2=CC=C(C=C12)OC1=C(C=CC=C1)CC)O)C(=O)NCC(C(=O)O)(C)C (3-{[1-Cyano-7-(2-ethyl-phenoxy)-4-hydroxy-isoquinoline-3-carbonyl]amino}-2,2-dimethyl-propionic acid). The yield is 86.5%. RXN SMILES: C([O:3][C:4](=[O:34])[C:5]([CH3:33])([CH3:32])[CH2:6][NH:7][C:8]([C:10]1[N:11]=[C:12]([C:30]#[N:31])[C:13]2[C:18]([C:19]=1[OH:20])=[CH:17][CH:16]=[C:15]([O:21][C:22]1[CH:27]=[CH:26][CH:25]=[CH:24][C:23]=1[CH2:28][CH3:29])[CH:14]=2)=[O:9])C.[OH-].[Na+]>O1CCCC1.CO>[C:30]([C:12]1[C:13]2[C:18](=[CH:17][CH:16]=[C:15]([O:21][C:22]3[CH:27]=[CH:26][CH:25]=[CH:24][C:23]=3[CH2:28][CH3:29])[CH:14]=2)[C:19]([OH:20])=[C:10]([C:8]([NH:7][CH2:6][C:5]([CH3:32])([CH3:33])[C:4]([OH:34])=[O:3])=[O:9])[N:11]=1)#[N:31] |f:1.2|. Reported procedure: A mixture of 3-{[1-Cyano-7-(2-ethyl-phenoxy)-4-hydroxy-isoquinoline-3-carbonyl]-amino}-2,2-dimethyl-propionic acid ethyl ester (20.3 mg, 0.04 mmole) and 1N NaOH (0.4 ml, 0.4 mmole) in a mixture of tetrahydrofuran (0.5 ml) and methanol (1 ml) was stirred room temperature for three days before it was concentrated and acidified with 1N HCl to pH=3. The precipitated was filtered, dried to give the title compound as a white solid (15 mg): MS: (+) m/z 434.21 (M+1), (−) m/z 432.15 (M−1). Reactants: BrB(Br)Br, CCOC(=O)C1CCN(c2ccc(OC)cc2)CC1, ClCCl, [Na+], [OH-], O. Yields the product CCOC(=O)C1CCN(c2ccc(O)cc2)CC1. As a reaction SMILES: [B:20]([Br:21])([Br:22])[Br:23].[CH3:1][O:2][c:3]1[cH:4][cH:5][c:6]([N:9]2[CH2:10][CH2:11][CH:12]([C:13](=[O:14])[O:15][CH2:16][CH3:17])[CH2:18][CH2:19]2)[cH:7][cH:8]1.[Cl:27][CH2:28][Cl:29].[Na+:26].[OH-:25].[OH2:24]>>[OH:2][c:3]1[cH:4][cH:5][c:6]([N:9]2[CH2:10][CH2:11][CH:12]([C:13](=[O:14])[O:15][CH2:16][CH3:17])[CH2:18][CH2:19]2)[cH:7][cH:8]1. Reactants: Cc1cc(C)cc(Br)c1, [Li]CCCC, CON(C)C(=O)C1CC1C, CCCCCC. The product is Cc1cc(C)cc(C(=O)C2CC2C)c1. RXN SMILES: [Br:1][c:2]1[cH:3][c:4]([CH3:9])[cH:5][c:6]([CH3:8])[cH:7]1.[CH2:10]([Li:11])[CH2:12][CH2:13][CH3:14].[CH3:15][O:16][N:17]([C:18](=[O:19])[CH:20]1[CH:21]([CH3:23])[CH2:22]1)[CH3:24].[CH3:25][CH2:26][CH2:27][CH2:28][CH2:29][CH3:30]>>[c:2]1([C:18](=[O:19])[CH:20]2[CH:21]([CH3:23])[CH2:22]2)[cH:3][c:4]([CH3:9])[cH:5][c:6]([CH3:8])[cH:7]1. Reactants: CC(C(=O)O)CC1=CC=C(C=C1)CO (methyl 3-[4-(hydroxymethyl)phenyl]propanoic acid), C(Cl)Cl (DCM). Reagents/catalysts: [O-2].[O-2].[Mn+4] (manganese dioxide). Reaction conditions: time 15 minute. The product is C(=O)C1=CC=C(C=C1)CCC(=O)OC (methyl 3-(4-formylphenyl)propanoate). Reaction SMILES: C[CH:2]([CH2:6][C:7]1[CH:12]=[CH:11][C:10]([CH2:13][OH:14])=[CH:9][CH:8]=1)[C:3]([OH:5])=[O:4].[CH2:15](Cl)Cl>[O-2].[O-2].[Mn+4]>[CH:13]([C:10]1[CH:11]=[CH:12][C:7]([CH2:6][CH2:2][C:3]([O:5][CH3:15])=[O:4])=[CH:8][CH:9]=1)=[O:14] |f:2.3.4|. Procedure: To a solution of Intermediate B (300 mg, 1.54 mmol) in DCM (25 mL) was added manganese dioxide (2.98 g, 34 mmol). The mixture was stirred for 15 minutes, and then filtered through Celite and washed with additional DCM (100 mL). The filtrate was concentrated to yield the desired product. This was used directly in the next stage without further purification or characterisation. The solvent is ClCCCl (1,2-dichloroethane), ClCCCl (1,2-dichloroethane). Procedure details: 3.6 g (0.015 mol) of 2-methoxycarbonylbenzenesulfonyl isocyanate in 15 ml of 1,2-dichloroethane were added over the course of 15 minutes to a stirred mixture of 2.95 g (0.015 mol) of 2-amino-4-fluoro-6-trifluoromethoxypyrimidine and 100 ml of 1,2-dichloroethane at 25° C., and the mixture was stirred at 25° C. for 12 hours. The solution was concentrated under reduced pressure, and the residue was stirred with 1:1 ether/petroleum ether. Filtration with suction and drying yielded 4.8 g (73.3% of th... Product: FC1=NC(=NC(=C1)OC(F)(F)F)NC(=O)NS(=O)(=O)C1=C(C(=O)OC)C=CC=C1 (Methyl 2-(4-fluoro-6-trifluoromethoxy-2-pyrimidinylaminocarbonylaminosulfonyl)benzoate). Starting materials: COC(=O)C1=C(C=CC=C1)S(=O)(=O)N=C=O (2-methoxycarbonylbenzenesulfonyl isocyanate), NC1=NC(=CC(=N1)F)OC(F)(F)F (2-amino-4-fluoro-6-trifluoromethoxypyrimidine). RXN SMILES: [CH3:1][O:2][C:3]([C:5]1[CH:10]=[CH:9][CH:8]=[CH:7][C:6]=1[S:11]([N:14]=[C:15]=[O:16])(=[O:13])=[O:12])=[O:4].[NH2:17][C:18]1[N:23]=[C:22]([F:24])[CH:21]=[C:20]([O:25][C:26]([F:29])([F:28])[F:27])[N:19]=1>ClCCCl>[F:24][C:22]1[CH:21]=[C:20]([O:25][C:26]([F:29])([F:27])[F:28])[N:19]=[C:18]([NH:17][C:15]([NH:14][S:11]([C:6]2[CH:7]=[CH:8][CH:9]=[CH:10][C:5]=2[C:3]([O:2][CH3:1])=[O:4])(=[O:12])=[O:13])=[O:16])[N:23]=1. Run at temperature 25 celsius, time 12 hour. The reactants are O1CCCC=C1 (dihydropyran), C1=CC=CC=C1 (benzene), C(CCCCCCC)C(C(=O)O)C(=O)O (C8H17CH(CO2H)2), C(C)(=O)O (Acetic acid), [OH-].[K+] (Potassium hydroxide). Solvent: S(O)(O)(=O)=O (sulfuric acid), CCOCC (ether), S(O)(O)(=O)=O (sulfuric acid). Run at temperature 25 celsius, time 1 hour. The product is C(CCCCCCC)CC(=O)CCCCCCCC(=O)OC (C8H17CH2CO(CH2)7COOCH3). RXN SMILES: [CH2:1]([CH:9]([C:13]([OH:15])=[O:14])C(O)=O)[CH2:2][CH2:3][CH2:4][CH2:5][CH2:6]CC.[O:16]1[CH:21]=[CH:20][CH2:19][CH2:18][CH2:17]1.[OH-].[K+].[C:24](O)(=O)C.[CH:28]1[CH:33]=[CH:32]C=[CH:30][CH:29]=1>S(=O)(=O)(O)O.CCOCC>[CH2:19]([CH2:20][C:21]([CH2:6][CH2:5][CH2:4][CH2:3][CH2:2][CH2:1][CH2:9][C:13]([O:15][CH3:24])=[O:14])=[O:16])[CH2:18][CH2:17][CH2:30][CH2:29][CH2:28][CH2:33][CH3:32] |f:2.3|. Procedure details: 3 grams of the C8H17CH(CO2H)2 product obtained above were added, in small portions, to a mixture of 3.3 ml dihydropyran in 25 ml of benzene and 20 μl sulfuric acid, and stirred at 25° C., for 1 hour. Potassium hydroxide was added to neutralize the sulfuric acid, and the mixture was stirred for an additional 30 minutes. The solvent was then evaporated and, with 25 ml benzene, the mixture was added dropwise to NaH in 30 ml benzene, and stirred for 1 hour. 3 g of the CH3OCO(CH2)7COCl product prepar...